From a dataset of the Open Reaction Database (ORD), a public repository of structured organic reaction records. describe an organic reaction: reactants, conditions, products, and yield The reactants are CC1=CC=C(C=C1C#N)[N+](=O)[O-] (6-methyl-3-nitrobenzonitrile). Reagents/catalysts: [Pd] (palladium-on-charcoal). Run in C(C)O (ethanol), C(C)(=O)OCC (ethyl acetate). Run at time 1 hour. Product: NC=1C=C(C#N)C(=CC1)C (3-Amino-6-methylbenzonitrile). RXN SMILES: [CH3:1][C:2]1[C:7]([C:8]#[N:9])=[CH:6][C:5]([N+:10]([O-])=O)=[CH:4][CH:3]=1>C(O)C.C(OCC)(=O)C.[Pd]>[NH2:10][C:5]1[CH:6]=[C:7]([C:2]([CH3:1])=[CH:3][CH:4]=1)[C:8]#[N:9]. Procedure: A suspension of 8.11 g (50 mmol) of 6-methyl-3-nitrobenzonitrile and 0.81 g of 10% of palladium-on-charcoal in 50 ml of ethanol and 50 ml of ethyl acetate is hydrogenated under 2.9 bar for 1 hour. The catalyst is filtered off, the filtrate is concentrated and the residue is crystallised from ether/petroleum ether. Product: CCOC(=O)C1(c2ccc(-c3ccc(-c4onc(C)c4NC(=O)OC(C)c4ccc(C#N)cc4)cc3)cc2)CC1. Starting materials: Cc1noc(-c2ccc(Br)cc2)c1NC(=O)OC(C)c1ccc(C#N)cc1, CCOC(=O)C1(c2ccc(B3OC(C)(C)C(C)(C)O3)cc2)CC1. As a reaction SMILES: [C:1](#[N:2])[c:3]1[cH:4][cH:5][c:6]([CH:9]([CH3:10])[O:11][C:12]([NH:13][c:14]2[c:15]([CH3:26])[n:16][o:17][c:18]2-[c:19]2[cH:20][cH:21][c:22]([Br:25])[cH:23][cH:24]2)=[O:27])[cH:7][cH:8]1.[CH2:28]([CH3:29])[O:30][C:31](=[O:32])[C:33]1([c:36]2[cH:37][cH:38][c:39]([B:42]3[O:43][C:44]([CH3:45])([CH3:46])[C:47]([CH3:48])([CH3:49])[O:50]3)[cH:40][cH:41]2)[CH2:34][CH2:35]1>>[C:1](#[N:2])[c:3]1[cH:4][cH:5][c:6]([CH:9]([CH3:10])[O:11][C:12]([NH:13][c:14]2[c:15]([CH3:26])[n:16][o:17][c:18]2-[c:19]2[cH:20][cH:21][c:22](-[c:39]3[cH:38][cH:37][c:36]([C:33]4([C:31]([O:30][CH2:28][CH3:29])=[O:32])[CH2:34][CH2:35]4)[cH:41][cH:40]3)[cH:23][cH:24]2)=[O:27])[cH:7][cH:8]1. Starting materials: CC(C)(C)O, CCc1ccccc1S, Cc1ccccc1, CC1(C)C(=O)NC(=O)N1CCNc1nccc(-c2ccc(I)s2)n1, O=C(C=Cc1ccccc1)C=Cc1ccccc1, O=C(C=Cc1ccccc1)C=Cc1ccccc1, O=C(C=Cc1ccccc1)C=Cc1ccccc1, [Pd], [Pd]. Yields the product CCc1ccccc1Sc1ccc(-c2ccnc(NCCN3C(=O)NC(=O)C3(C)C)n2)s1. As a reaction SMILES: [C:41]([OH:42])([CH3:43])([CH3:44])[CH3:45].[CH2:25]([CH3:26])[c:27]1[c:28]([SH:33])[cH:29][cH:30][cH:31][cH:32]1.[CH3:34][c:35]1[cH:36][cH:37][cH:38][cH:39][cH:40]1.[I:1][c:2]1[cH:3][cH:4][c:5](-[c:7]2[n:8][c:9]([NH:13][CH2:14][CH2:15][N:16]3[C:17](=[O:24])[NH:18][C:19](=[O:23])[C:20]3([CH3:21])[CH3:22])[n:10][cH:11][cH:12]2)[s:6]1.[O:48]=[C:49]([CH:50]=[CH:51][c:52]1[cH:53][cH:54][cH:55][cH:56][cH:57]1)[CH:58]=[CH:59][c:60]1[cH:61][cH:62][cH:63][cH:64][cH:65]1.[O:66]=[C:67]([CH:68]=[CH:69][c:70]1[cH:71][cH:72][cH:73][cH:74][cH:75]1)[CH:76]=[CH:77][c:78]1[cH:79][cH:80][cH:81][cH:82][cH:83]1.[O:84]=[C:85]([CH:86]=[CH:87][c:88]1[cH:89][cH:90][cH:91][cH:92][cH:93]1)[CH:94]=[CH:95][c:96]1[cH:97][cH:98][cH:99][cH:100][cH:101]1.[Pd:46].[Pd:47]>>[c:2]1([S:33][c:28]2[c:27]([CH2:25][CH3:26])[cH:32][cH:31][cH:30][cH:29]2)[cH:3][cH:4][c:5](-[c:7]2[n:8][c:9]([NH:13][CH2:14][CH2:15][N:16]3[C:17](=[O:24])[NH:18][C:19](=[O:23])[C:20]3([CH3:21])[CH3:22])[n:10][cH:11][cH:12]2)[s:6]1. Starting materials: C(C)(=O)O.C(C)OC([C@H](C)OP(=O)(OC1=CC=CC=C1)CCN)=O ((S)-2-[(2-aminoethyl)phenoxyphosphinoyloxy]propionic acid ethyl ester mono acetic acid salt), O.O.Cl.NC1=NC2=NC=C(N=C2C(=N1)N)CN(C1=CC=C(C(=O)O)C=C1)C.NC1=NC2=NC=C(N=C2C(=N1)N)CN(C)C1=CC=C(C(=O)O)C=C1.O.O (4-[(2,4-diamino-pteridin-6-ylmethyl)-methyl-amino]-benzoic acid hemihydrochloride dihydrate), C(#N)P(OCC)(OCC)=O (diethyl cyanophosphonate), CCN(C(C)C)C(C)C (DIEA). Run in CN(C)C=O (DMF), CN(C)C=O (DMF). Reaction conditions: time 3.5 hour. Yields the product C(C)OC(C(C)OP(=O)(OC1=CC=CC=C1)CCNC(C1=CC=C(C=C1)N(C)CC=1N=C2C(=NC(=NC2=NC1)N)N)=O)=O (2-[(2-{4-[(2,4-diaminopteridin-6-ylmethyl)methylamino]benzoylamino}ethyl)-phenoxyphosphinoyloxy]propionic acid ethyl ester). Yield: 16.4%. Reaction SMILES: O.O.Cl.[NH2:4][C:5]1[N:14]=[C:13]([NH2:15])[C:12]2[C:7](=[N:8][CH:9]=[C:10]([CH2:16][N:17]([CH3:27])[C:18]3[CH:26]=[CH:25][C:21](C(O)=O)=[CH:20][CH:19]=3)[N:11]=2)[N:6]=1.NC1N=C(N)C2C(=NC=C(CN(C3C=CC([C:47](O)=[O:48])=CC=3)C)N=2)N=1.O.O.C(P(=O)(OCC)OCC)#N.CCN(C(C)C)C(C)C.C(O)(=O)C.[CH2:77]([O:79][C:80](=[O:96])[C@@H:81]([O:83][P:84]([CH2:93][CH2:94][NH2:95])([O:86][C:87]1[CH:92]=[CH:91][CH:90]=[CH:89][CH:88]=1)=[O:85])[CH3:82])[CH3:78]>CN(C=O)C>[CH2:77]([O:79][C:80](=[O:96])[CH:81]([O:83][P:84]([CH2:93][CH2:94][NH:95][C:47](=[O:48])[C:21]1[CH:20]=[CH:19][C:18]([N:17]([CH2:16][C:10]2[N:11]=[C:12]3[C:7](=[N:8][CH:9]=2)[N:6]=[C:5]([NH2:4])[N:14]=[C:13]3[NH2:15])[CH3:27])=[CH:26][CH:25]=1)([O:86][C:87]1[CH:92]=[CH:91][CH:90]=[CH:89][CH:88]=1)=[O:85])[CH3:82])[CH3:78] |f:0.1.2.3.4.5.6,9.10|. Procedure: To a solution of 4-[(2,4-diamino-pteridin-6-ylmethyl)-methyl-amino]-benzoic acid hemihydrochloride dihydrate (60.0 mg, 158.3 μmol) in DMF (2.5 mL) were added diethyl cyanophosphonate (31.2 μL, 205.7 μmol) and DIEA (81.8 μL, 474.9 μmol). The solution was stirred at ambient temperature for 3.5 hours, when a solution of (S)-2-[(2-aminoethyl)phenoxyphosphinoyloxy]propionic acid ethyl ester mono acetic acid salt (57.1 mg, 158.3 μmol; mixture of diastereomers at phosphorus) in DMF (200 μL) was added. ...